This data is from the Open Reaction Database (ORD), a public repository of structured organic reaction records. The task is: describe an organic reaction: reactants, conditions, products, and yield The reactants are two, C(C1=CC=CC=C1)OC(=O)N1C(CC(C1)OC(C)=O)CC1=C(NC2=CC(=CC=C12)F)C=1NC2=CC(=CC=C2C1CC1N(CC(C1)OC(C)=O)C(=O)OCC1=CC=CC=C1)F (4-Acetoxy-2-[3′-(4-acetoxy-1-benzyloxycarbonyl-pyrrolidin-2-ylmethyl)-6,6′-difluoro-1H,1′H-[2,2′]biindolyl-3-ylmethyl]-pyrrolidine-1-carboxylic acid benzyl ester). Reagents/catalysts: [Pd] (Pd). Run in CCOC(=O)C.CO (EtOAc MeOH). Reaction conditions: time 3 hour. Yields the product C(C)(=O)OC1CC(NC1)CC1=C(NC2=CC(=CC=C12)F)C=1NC2=CC(=CC=C2C1CC1CC(CN1)OC(C)=O)F (Acetic acid 5-[3′-(4-acetoxy-pyrrolidin-2-ylmethyl)-6,6′-difluoro-1H,1′H-[2,2′]biindolyl-3-ylmethyl]-pyrrolidin-3-yl ester). Isolated yield 102.1%. As a reaction SMILES: C(OC([N:11]1[CH2:15][CH:14]([O:16][C:17](=[O:19])[CH3:18])[CH2:13][CH:12]1[CH2:20][C:21]1[C:29]2[C:24](=[CH:25][C:26]([F:30])=[CH:27][CH:28]=2)[NH:23][C:22]=1[C:31]1[NH:32][C:33]2[C:38]([C:39]=1[CH2:40][CH:41]1[CH2:45][CH:44]([O:46][C:47](=[O:49])[CH3:48])[CH2:43][N:42]1C(OCC1C=CC=CC=1)=O)=[CH:37][CH:36]=[C:35]([F:60])[CH:34]=2)=O)C1C=CC=CC=1>[Pd].CCOC(C)=O.CO>[C:17]([O:16][CH:14]1[CH2:15][NH:11][CH:12]([CH2:20][C:21]2[C:29]3[C:24](=[CH:25][C:26]([F:30])=[CH:27][CH:28]=3)[NH:23][C:22]=2[C:31]2[NH:32][C:33]3[C:38]([C:39]=2[CH2:40][CH:41]2[NH:42][CH2:43][CH:44]([O:46][C:47](=[O:49])[CH3:48])[CH2:45]2)=[CH:37][CH:36]=[C:35]([F:60])[CH:34]=3)[CH2:13]1)(=[O:19])[CH3:18] |f:2.3|. Reported procedure: A suspension containing 9 (35 g, 42.7 mmol) in 1:1 EtOAc/MeOH (400 mL) was distributed into two 500 mL Parr bottles (ca. 200 mL/each), and charged with 10% Pd-on-C (wet, 5000 mg/each, Aldrich®). The reaction mixture was pressurized to 50 PSI H2 and shaken for 3 h. The reaction mixture was filtered through a pad of Celite® and the solids were washed with EtOAc. The clarified filtrate was concentrated in vacuo to afford 24 g of 10 as an off-white solid which was used directly in the next reaction.... Starting materials: CC=1C([C@H]2N(C1C(=O)OCC(Cl)(Cl)Cl)C(C2)=O)=O (2,2,2-trichloroethyl 2-methyloxocarbapen-2-em-3-carboxylate), C(C)(=O)O (acetic acid), oxide, [BH4-].C[N+](C)(C)C (Tetramethylammonium borohydride). Run in C(Cl)Cl (methylene chloride). Run at time 30 minute. Product: OC1C(=C(N2[C@H]1CC2=O)C(=O)OCC(Cl)(Cl)Cl)C (2,2,2-trichloroethyl 1-hydroxy-2-methylcarbapen-2-em-3-carboxylate). As a reaction SMILES: [CH3:1][C:2]1[C:3](=[O:18])[C@@H:4]2[CH2:16][C:15](=[O:17])[N:5]2[C:6]=1[C:7]([O:9][CH2:10][C:11]([Cl:14])([Cl:13])[Cl:12])=[O:8].[BH4-].C[N+](C)(C)C.C(O)(=O)C>C(Cl)Cl>[OH:18][CH:3]1[C@@H:4]2[CH2:16][C:15](=[O:17])[N:5]2[C:6]([C:7]([O:9][CH2:10][C:11]([Cl:14])([Cl:12])[Cl:13])=[O:8])=[C:2]1[CH3:1] |f:1.2|. Procedure details: Freshly prepared 2,2,2-trichloroethyl 2-methyloxocarbapen-2-em-3-carboxylate, made from 100 mg. (0.317 mmole) of the precursor oxide according to Example 11, was taken up in 2 ml. of methylene chloride and cooled to -78° C. Tetramethylammonium borohydride (23 mg., 0.079 mmole) was added. After 30 minutes, ir spectral analysis (1775 cm-1) indicated a satisfactory reduction. The reaction was quenched with acetic acid (0.58 equivalent, 10 microl.), extracted twice with aqueous buffer solution (pH 7... Starting materials: C([O-])([O-])=O.[K+].[K+] (potassium carbonate), NC1=C(C=C(C(=C1)F)[N+](=O)[O-])NC(C(C)C)=O (N1-(2-amino-4-fluoro-5-nitrophenyl)-2-methylpropane amide), C1=NC=CC=2C(=CC=CC12)S (5-Isoquinolinethiol). The solvent is CN(C)C=O (DMF). Conditions: temperature 100 celsius, time 1 hour. Yields the product NC1=C(C=C(C(=C1)SC1=C2C=CN=CC2=CC=C1)[N+](=O)[O-])NC(C(C)C)=O (N1-[2-amino-4-(5-isoquinolylsulfanyl)-5-nitrophenyl]-2-methylpropanamide). Isolated yield 31.0%. RXN SMILES: [CH:1]1[C:10]2[CH:9]=[CH:8][CH:7]=[C:6]([SH:11])[C:5]=2[CH:4]=[CH:3][N:2]=1.C(=O)([O-])[O-].[K+].[K+].[NH2:18][C:19]1[CH:24]=[C:23](F)[C:22]([N+:26]([O-:28])=[O:27])=[CH:21][C:20]=1[NH:29][C:30](=[O:34])[CH:31]([CH3:33])[CH3:32]>CN(C=O)C>[NH2:18][C:19]1[CH:24]=[C:23]([S:11][C:6]2[CH:7]=[CH:8][CH:9]=[C:10]3[C:5]=2[CH:4]=[CH:3][N:2]=[CH:1]3)[C:22]([N+:26]([O-:28])=[O:27])=[CH:21][C:20]=1[NH:29][C:30](=[O:34])[CH:31]([CH3:32])[CH3:33] |f:1.2.3|. Procedure: 5-Isoquinolinethiol 500 mg (3.1 mmol) was dissolved in DMF 20 ml, potassium carbonate 1.29 g (9.3 mmol) and N1-(2-amino-4-fluoro-5-nitrophenyl)-2-methylpropane amide) 750 mg (3.1 mmol) were added, and the mixture was heated with stirring at 100° C. for 1 hour. The reaction mixture was concentrated under reduced pressure, ether was added to the resulting residue to crystallize. The crystals were collected and washed with methanol to obtain N1-[2-amino-4-(5-isoquinolylsulfanyl)-5-nitrophenyl]-2-me... Reactants: N1CCCCC1 (piperidine), C=O (formaldehyde), C(C)(C)(C)OC(C(C(=O)O)C(CCCC1=CC=C(C=C1)Cl)C(=O)N1CCCCC1)=O (2-[4-(4-Chloro-phenyl)-1-(piperidine-1-carbonyl)-butyl]-malonic acid tert-butyl ester). The solvent is C(C)O (ethanol). Conditions: temperature 50 celsius. The product is C(C)(C)(C)OC(C(=C)C(CCCC1=CC=C(C=C1)Cl)C(=O)N1CCCCC1)=O (2-[4-(4-Chloro-phenyl)-1-(piperidine-1-carbonyl)-butyl]-acrylic acid tert-butyl ester). Isolated yield 40.2%. RXN SMILES: [C:1]([O:5][C:6](=[O:30])[CH:7]([CH:11]([C:22]([N:24]1[CH2:29][CH2:28][CH2:27][CH2:26][CH2:25]1)=[O:23])[CH2:12][CH2:13][CH2:14][C:15]1[CH:20]=[CH:19][C:18]([Cl:21])=[CH:17][CH:16]=1)[C:8](O)=O)([CH3:4])([CH3:3])[CH3:2].N1CCCCC1.C=O>C(O)C>[C:1]([O:5][C:6](=[O:30])[C:7]([CH:11]([C:22]([N:24]1[CH2:25][CH2:26][CH2:27][CH2:28][CH2:29]1)=[O:23])[CH2:12][CH2:13][CH2:14][C:15]1[CH:20]=[CH:19][C:18]([Cl:21])=[CH:17][CH:16]=1)=[CH2:8])([CH3:4])([CH3:2])[CH3:3]. Reported procedure: 2-[4-(4-Chloro-phenyl)-1-(piperidine-1-carbonyl)-butyl]-malonic acid tert-butyl ester (2.0 g, 4.6 mmol) was dissolved in ethanol (100 ml) and treated with piperidine (0.43 ml, 5.5 mmol) and 37% w/w formaldehyde (1.9 ml, 23 mmol). The reaction mixture was heated at 50° C. overnight. The solvent was removed under reduced pressure, the residue was dissolved in ethyl acetate (60 ml), and the solution was washed with water (3×30 ml), dried over anhydrous sodium sulfate, filtered and concentrated unde... Starting materials: CC(Cl)OC(=O)Cl, Cc1ccc(Nc2ncnc3c2CCN(Cc2ccccc2)C3)cc1-c1cc2ccccc2cn1, CCN(C(C)C)C(C)C, CC(Cl)Cl. The product is Cc1ccc(Nc2ncnc3c2CCNC3)cc1-c1cc2ccccc2cn1. Reaction SMILES: [C:45]([Cl:46])(=[O:47])[O:48][CH:49]([Cl:50])[CH3:51].[CH2:1]([c:2]1[cH:3][cH:4][cH:5][cH:6][cH:7]1)[N:8]1[CH2:9][c:10]2[n:11][cH:12][n:13][c:14]([NH:18][c:19]3[cH:20][c:21](-[c:26]4[n:27][cH:28][c:29]5[cH:30][cH:31][cH:32][cH:33][c:34]5[cH:35]4)[c:22]([CH3:25])[cH:23][cH:24]3)[c:15]2[CH2:16][CH2:17]1.[CH:36]([N:37]([CH2:38][CH3:39])[CH:40]([CH3:41])[CH3:42])([CH3:43])[CH3:44].[Cl:52][CH:53]([Cl:54])[CH3:55]>>[NH:8]1[CH2:9][c:10]2[n:11][cH:12][n:13][c:14]([NH:18][c:19]3[cH:20][c:21](-[c:26]4[n:27][cH:28][c:29]5[cH:30][cH:31][cH:32][cH:33][c:34]5[cH:35]4)[c:22]([CH3:25])[cH:23][cH:24]3)[c:15]2[CH2:16][CH2:17]1. Reactants: CN(C)C1=NC=CC=C1 (Dimethylaminopyridine), C(C)(=O)OC(C)=O (acetic anhydride), BrC1=CCC(C2=CC(=CC=C12)OC)CCN1C(C2=CC=CC=C2C1=O)=O (2-[2-(4-Bromo-7-methoxy-1,2-dihydro-1-naphthyl)ethyl]-1H-isoindole-1,3(2H)-dione), [BH4-].[Na+] (sodium borohydride), [OH-].[Na+] (sodium hydroxide). The reagents and catalysts are Cl (hydrochloric acid). The solvent is O (water), C(C)(C)O (isopropanol), O (water), ClCCl (dichloromethane), CC(=O)C (acetone). Reaction conditions: time 3 hour. The product is BrC1=CCC(C2=CC(=CC=C12)OC)CCNC(C)=O (N-[2-(4-Bromo-7-methoxy-1,2-dihydro-1-naphthyl)ethyl]acetamide). Isolated yield 64.0%. Reaction SMILES: [Br:1][C:2]1[C:11]2[C:6](=[CH:7][C:8]([O:12][CH3:13])=[CH:9][CH:10]=2)[CH:5]([CH2:14][CH2:15][N:16]2C(=O)C3[C:18](=CC=CC=3)[C:17]2=[O:26])[CH2:4][CH:3]=1.[BH4-].[Na+].[OH-].[Na+].CN(C1C=CC=CN=1)C.C(OC(=O)C)(=O)C>C(O)(C)C.O.ClCCl.Cl.CC(C)=O>[Br:1][C:2]1[C:11]2[C:6](=[CH:7][C:8]([O:12][CH3:13])=[CH:9][CH:10]=2)[CH:5]([CH2:14][CH2:15][NH:16][C:17](=[O:26])[CH3:18])[CH2:4][CH:3]=1 |f:1.2,3.4|. Reported procedure: To a solution of the compound obtained in Step B (390 mg, 0.95 mmol) in isopropanol (10 mL) at ambient temperature there is added sodium borohydride (179 mg, 4.7 mmol). The mixture is stirred for 3 hours under reflux, and then a solution of sodium hydroxide (76 mg, 1.9 mmol) in water (2.0 mL) is added dropwise. The mixture is maintained under reflux for 30 minutes, and then acetone (1.5 mL) is added. After 10 minutes, the mixture is cooled to ambient temperature before being concentrated under r... Reactants: [OH-].[Na+] (NaOH), BrC1=C(C=C(C=C1)CC(C(=O)N1CCC(CC1)N1CCN(CC1)CC(=O)OCC)NC(=O)N1CCC(CC1)N1C(NC2=CC=CC=C2C1)=O)C (ethyl {4-[1-(3-(4-bromo-3-methyl-phenyl)-2-{[4-(2-oxo-1,4-dihydro-2H-quinazolin-3-yl)-piperidin-1-carbonyl]-amino}-propionyl)-piperidin-4-yl]-piperazin-1-yl}-acetate), Cl (HCl). Run in C1CCOC1 (THF). Conditions: time 8 hour. The product is BrC1=C(C=C(C=C1)CC(C(=O)N1CCC(CC1)N1CCN(CC1)CC(=O)O)NC(=O)N1CCC(CC1)N1C(NC2=CC=CC=C2C1)=O)C ({4-[1-(3-(4-bromo-3-methyl-phenyl)-2-{[4-(2-oxo-1,4-dihydro-2H-quinazolin-3-yl)-piperidin-1-carbonyl]-amino}-propionyl)-piperidin-4-yl]-piperazin-1-yl}-acetic acid). As a reaction SMILES: [OH-].[Na+].[Br:3][C:4]1[CH:9]=[CH:8][C:7]([CH2:10][CH:11]([NH:32][C:33]([N:35]2[CH2:40][CH2:39][CH:38]([N:41]3[CH2:50][C:49]4[C:44](=[CH:45][CH:46]=[CH:47][CH:48]=4)[NH:43][C:42]3=[O:51])[CH2:37][CH2:36]2)=[O:34])[C:12]([N:14]2[CH2:19][CH2:18][CH:17]([N:20]3[CH2:25][CH2:24][N:23]([CH2:26][C:27]([O:29]CC)=[O:28])[CH2:22][CH2:21]3)[CH2:16][CH2:15]2)=[O:13])=[CH:6][C:5]=1[CH3:52].Cl>C1COCC1>[Br:3][C:4]1[CH:9]=[CH:8][C:7]([CH2:10][CH:11]([NH:32][C:33]([N:35]2[CH2:36][CH2:37][CH:38]([N:41]3[CH2:50][C:49]4[C:44](=[CH:45][CH:46]=[CH:47][CH:48]=4)[NH:43][C:42]3=[O:51])[CH2:39][CH2:40]2)=[O:34])[C:12]([N:14]2[CH2:19][CH2:18][CH:17]([N:20]3[CH2:25][CH2:24][N:23]([CH2:26][C:27]([OH:29])=[O:28])[CH2:22][CH2:21]3)[CH2:16][CH2:15]2)=[O:13])=[CH:6][C:5]=1[CH3:52] |f:0.1|. Reported procedure: 1.0 mL (1.00 mmol) 1 M NaOH were added to a solution of 80 mg (0.11 mmol) ethyl {4-[1-(3-(4-bromo-3-methyl-phenyl)-2-{[4-(2-oxo-1,4-dihydro-2H-quinazolin-3-yl)-piperidin-1-carbonyl]-amino}-propionyl)-piperidin-4-yl]-piperazin-1-yl}-acetate (Example 14.4) in 4 mL THF. The reaction mixture was stirred overnight at RT and the solvent was eliminated i. vac. 1 mL 1 M HCl was added to the residue and it was evaporated to dryness again. The residue was taken up in EtOH and after filtration the mother l... The reactants are O=C([O-])[O-], CN(C)C=O, CN(C)C1CNC1, O=c1c(-n2ccnn2)c[nH]n1-c1cc(Cl)ncn1, Cl, Cl, Cl, [K+], [K+]. Product: CN(C)C1CN(c2cc(-n3[nH]cc(-n4ccnn4)c3=O)ncn2)C1, Cl, Cl. RXN SMILES: [C:29](=[O:30])([O-:31])[O-:32].[CH3:35][N:36]([CH3:37])[CH:38]=[O:39].[CH3:3][N:4]([CH:5]1[CH2:6][NH:7][CH2:8]1)[CH3:9].[Cl:11][c:12]1[cH:13][c:14](-[n:18]2[nH:19][cH:20][c:21](-[n:24]3[n:25][n:26][cH:27][cH:28]3)[c:22]2=[O:23])[n:15][cH:16][n:17]1.[ClH:10].[ClH:1].[ClH:2].[K+:33].[K+:34]>>[CH3:3][N:4]([CH:5]1[CH2:6][N:7]([c:12]2[cH:13][c:14](-[n:18]3[nH:19][cH:20][c:21](-[n:24]4[n:25][n:26][cH:27][cH:28]4)[c:22]3=[O:23])[n:15][cH:16][n:17]2)[CH2:8]1)[CH3:9].[ClH:11].[ClH:1].